This data is from the Open Reaction Database (ORD), a public repository of structured organic reaction records. The task is: describe an organic reaction: reactants, conditions, products, and yield Reactants: CC(C)(C)OC(=O)NC(Cc1ccc([N+](=O)[O-])cc1)C(N)=O, C1CCOC1, COc1ccc(P2(=S)SP(=S)(c3ccc(OC)cc3)S2)cc1. The product is CC(C)(C)OC(=O)NC(Cc1ccc([N+](=O)[O-])cc1)C(N)=S. As a reaction SMILES: [C:1]([CH3:2])([CH3:3])([CH3:4])[O:5][C:6]([NH:7][CH:8]([CH2:9][c:10]1[cH:11][cH:12][c:13]([N+:16](=[O:17])[O-:18])[cH:14][cH:15]1)[C:19]([NH2:20])=[O:21])=[O:22].[CH2:45]1[O:46][CH2:47][CH2:48][CH2:49]1.[CH3:23][O:24][c:25]1[cH:26][cH:27][c:28]([P:29]2(=[S:32])[S:30][P:31]([c:33]3[cH:34][cH:35][c:36]([O:37][CH3:38])[cH:39][cH:40]3)(=[S:41])[S:42]2)[cH:43][cH:44]1>>[C:1]([CH3:2])([CH3:3])([CH3:4])[O:5][C:6]([NH:7][CH:8]([CH2:9][c:10]1[cH:11][cH:12][c:13]([N+:16](=[O:17])[O-:18])[cH:14][cH:15]1)[C:19]([NH2:20])=[S:32])=[O:22]. Reactants: CC=1N=C(SC1C)N (4,5-Dimethylthiazol-2-ylamine), BrCCC=C (4-bromo-but-1-ene), C12(CC3CC(CC(C1)C3)C2)C(=O)O (1-adamantane carboxylic acid). Product: C(CC=C)N1/C(/SC(=C1C)C)=N/C(=O)C12CC3CC(CC(C1)C3)C2 (N-[(2Z)-3-but-3-enyl-4,5-dimethyl-1,3-thiazol-2(3H)-ylidene]adamantane-1-carboxamide). As a reaction SMILES: [CH3:1][C:2]1[N:3]=[C:4]([NH2:8])[S:5][C:6]=1[CH3:7].Br[CH2:10][CH2:11][CH:12]=[CH2:13].[C:14]12([C:24](O)=[O:25])[CH2:23][CH:18]3[CH2:19][CH:20]([CH2:22][CH:16]([CH2:17]3)[CH2:15]1)[CH2:21]2>>[CH2:10]([N:3]1[C:2]([CH3:1])=[C:6]([CH3:7])[S:5]/[C:4]/1=[N:8]\[C:24]([C:14]12[CH2:23][CH:18]3[CH2:17][CH:16]([CH2:22][CH:20]([CH2:19]3)[CH2:21]1)[CH2:15]2)=[O:25])[CH2:11][CH:12]=[CH2:13]. Procedure: 4,5-Dimethylthiazol-2-ylamine, 4-bromo-but-1-ene and 1-adamantane carboxylic acid were processed according to the method of Example 47 to afford the title compound. 1H NMR (CDCl3, 500 MHz) δ ppm 1.60-1.76 (m, 6 H) 1.85 (d, J=2.50 Hz, 6 H) 1.94-2.04 (m, 3 H) 2.15 (s, 3 H) 2.20 (s, 3 H) 2.46 (q, J=7.18 Hz, 2 H) 4.16 (t, 2 H) 4.94-5.13 (m, 2 H) 5.75-5.90 (m, 1 H); MS (ESI) m/z 345 (M+H)+. Starting materials: [CH2]C, CCO, CC(C)(N=NC(C)(C)C(=O)NCCCl)C(N)=O, [K], CN(C)C=O, O, CC(C)(N=NC(C)(C)C(=O)NCCO)C(N)=O, O=S(Cl)Cl. Product: CC(C)(N=NC(C)(C)C(=O)NCCS)C(N)=O. As a reaction SMILES: [CH2:40][CH3:41].[CH3:47][CH2:48][OH:49].[Cl:18][CH2:19][CH2:20][NH:21][C:22](=[O:23])[C:24]([N:25]=[N:26][C:27]([CH3:28])([CH3:29])[C:30]([NH2:31])=[O:32])([CH3:33])[CH3:34].[K:39].[O:42]=[CH:43][N:44]([CH3:45])[CH3:46].[OH2:50].[OH:1][CH2:2][CH2:3][NH:4][C:5]([C:6]([CH3:7])([CH3:8])[N:9]=[N:10][C:11]([C:12](=[O:13])[NH2:14])([CH3:15])[CH3:16])=[O:17].[S:35]([Cl:36])([Cl:37])=[O:38]>>[CH2:2]([CH2:3][NH:4][C:5]([C:6]([CH3:7])([CH3:8])[N:9]=[N:10][C:11]([C:12](=[O:13])[NH2:14])([CH3:15])[CH3:16])=[O:17])[SH:35]. Starting materials: IC=1C(=CC2=C(CCO2)C1)SC=1NC2=NC=NC(=C2N1)N (8-(5-iodo-2,3-dihydrobenzofuran-6-ylthio)-9H-purin-6-amine), C(=O)(C(F)(F)F)O (TFA), C1CC(=O)N(C1=O)I (NIS). The solvent is C(C)#N (acetonitrile). Conditions: time 2 hour. The product is O1CCC2=C1C=C(C=C2)SC=2NC1=NC=NC(=C1N2)N (8-(2,3-dihydrobenzofuran-6-ylthio)-9H-purin-6-amine). As a reaction SMILES: I[C:2]1[C:3]([S:11][C:12]2[NH:13][C:14]3[C:19]([N:20]=2)=[C:18]([NH2:21])[N:17]=[CH:16][N:15]=3)=[CH:4][C:5]2[O:9][CH2:8][CH2:7][C:6]=2[CH:10]=1.C(O)(C(F)(F)F)=O.C1C(=O)N(I)C(=O)C1>C(#N)C>[O:9]1[C:5]2[CH:4]=[C:3]([S:11][C:12]3[NH:13][C:14]4[C:19]([N:20]=3)=[C:18]([NH2:21])[N:17]=[CH:16][N:15]=4)[CH:2]=[CH:10][C:6]=2[CH2:7][CH2:8]1. Procedure: 8-(5-iodo-2,3-dihydrobenzofuran-6-ylthio)-9H-purin-6-amine (S6-4) To a solution of S6-3 (40 mg, 0.14 mmol) in 6 mL of acetonitrile was added TFA (40 μL) and NIS (63 mg, 0.28 mmol). The resulting mixture was stirred at rt for 2 h. The reaction mixture was concentrated under reduced pressure and the residue was purified by flash chromatography (CH2Cl2:MeOH, 100:0 to 90:10) to afford S6-4 (48 mg, 53%) as a yellow gum. 1H NMR (500 MHz, CDCl3) δ 8.26 (s, 1H), 7.79 (s, 1H), 7.12 (s, 1H), 4.65 (t, J=8....